Dataset: the Open Reaction Database (ORD), a public repository of structured organic reaction records. Task: describe an organic reaction: reactants, conditions, products, and yield Reactants: FC(C1=NC(=C(C(=C1C(=O)OCC)Cl)C(=O)OC)C(F)(F)F)(F)F (3-Ethyl 5-methyl 2,6-bis(trifluoromethyl)-4-chloro-3,5-pyridinedicarboxylate), N1CCCC1 (pyrrolidine). The solvent is CN(C)C=O (DMF). Yields the product N1(CCCC1)C1=C(C(=NC(=C1C(=O)OC)C(F)(F)F)C(F)(F)F)C(=O)OCC (3-Ethyl 5-methyl 4-(1-pyrrolidinyl)-2,6-bis(trifluoromethyl)-3,5-pyridinedicarboxylate). As a reaction SMILES: [F:1][C:2]([F:24])([F:23])[C:3]1[C:8]([C:9]([O:11][CH2:12][CH3:13])=[O:10])=[C:7](Cl)[C:6]([C:15]([O:17][CH3:18])=[O:16])=[C:5]([C:19]([F:22])([F:21])[F:20])[N:4]=1.[NH:25]1[CH2:29][CH2:28][CH2:27][CH2:26]1>CN(C=O)C>[N:25]1([C:7]2[C:6]([C:15]([O:17][CH3:18])=[O:16])=[C:5]([C:19]([F:22])([F:20])[F:21])[N:4]=[C:3]([C:2]([F:1])([F:24])[F:23])[C:8]=2[C:9]([O:11][CH2:12][CH3:13])=[O:10])[CH2:29][CH2:28][CH2:27][CH2:26]1. Procedure: This compound was prepared as described in Example 37: 6.0 g (0.016 mol) of product of Example 27, 2.6 ml (0.032 mol) of pyrrolidine in 30 ml of DMF were reacted affording a brown solid which was recrystallized in hot hexane giving 5.18 g (78.1%) of product as a tan solid; mp 68.5°-70° C. Reactants: CSC=1N=NC(=CC1)N1CCC(CC1)OC1=C(C=CC=C1)C(F)(F)F (3-(methylthio)-6-{4-[2-(trifluoromethyl)phenoxy]piperidin-1-yl}pyridazine), C(C=1C(C(=O)[O-])=CC=CC1)(=O)O[O-].[Mg+2] (magnesium monoperoxyphthalate), C(C=1C(C(=O)[O-])=CC=CC1)(=O)O[O-].[Mg+2] (magnesium monoperoxyphthalate). The solvent is C(=O)(O)[O-].[Na+] (NaHCO3), C(Cl)Cl.CO (CH2Cl2 MeOH). Reaction conditions: time 18 hour. The product is CS(=O)C=1N=NC(=CC1)N1CCC(CC1)OC1=C(C=CC=C1)C(F)(F)F (3-(Methylsulfinyl)-6-{4-[2-(trifluoromethyl)phenoxy]piperidin-1-yl}pyridazine). RXN SMILES: [CH3:1][S:2][C:3]1[N:4]=[N:5][C:6]([N:9]2[CH2:14][CH2:13][CH:12]([O:15][C:16]3[CH:21]=[CH:20][CH:19]=[CH:18][C:17]=3[C:22]([F:25])([F:24])[F:23])[CH2:11][CH2:10]2)=[CH:7][CH:8]=1.C(O[O-])(=O)C1C(=CC=CC=1)C([O-])=[O:30].[Mg+2]>C(Cl)Cl.CO.C([O-])(O)=O.[Na+]>[CH3:1][S:2]([C:3]1[N:4]=[N:5][C:6]([N:9]2[CH2:14][CH2:13][CH:12]([O:15][C:16]3[CH:21]=[CH:20][CH:19]=[CH:18][C:17]=3[C:22]([F:23])([F:25])[F:24])[CH2:11][CH2:10]2)=[CH:7][CH:8]=1)=[O:30] |f:1.2,3.4,5.6|. Reported procedure: To a solution of 3-(methylthio)-6-{4-[2-(trifluoromethyl)phenoxy]piperidin-1-yl}pyridazine (1.62 g, 4.39 mmol) in CH2Cl2/MeOH (2:1, 22 mL) was added magnesium monoperoxyphthalate (1.3 g, 2.2 mmol). The mixture was stirred at room temperature for 18 h. Additional magnesium monoperoxyphthalate (300 mg) was added and after 1 h, the mixture was diluted with saturated aqueous NaHCO3 (50 mL), extracted with (3×20 mL) of EtOAc and dried over Na2SO4. Evaporation of the solvent followed by purification b... Starting materials: Cl (hydrochloric acid), ClC=1SC(=CC1C1CC(C=2C(=CN=NC2C1)C)=O)Cl (7-(2,5-dichlorothiophen-3-yl)-4-methyl-5,6,7,8-tetrahydrocinnolin-5-one), C(=N)(N)NN.Cl (aminoguanidine hydrochloride). Solvent: C(C)O (ethanol). Product: Cl.ClC=1SC(=CC1C1CC(C=2C(=CN=NC2C1)C)=NNC(=N)N)Cl (7-(2,5-dichlorothiophen-3-yl)-5-guanidinoimino-4-methyl-5,6,7,8-tetrahydrocinnoline hydrochloride). The yield is 190.1%. Reaction SMILES: [Cl:1][C:2]1[S:3][C:4]([Cl:19])=[CH:5][C:6]=1[CH:7]1[CH2:16][C:15]2[N:14]=[N:13][CH:12]=[C:11]([CH3:17])[C:10]=2[C:9](=O)[CH2:8]1.[C:20]([NH:23][NH2:24])([NH2:22])=[NH:21].Cl.Cl>C(O)C>[ClH:1].[Cl:1][C:2]1[S:3][C:4]([Cl:19])=[CH:5][C:6]=1[CH:7]1[CH2:16][C:15]2[N:14]=[N:13][CH:12]=[C:11]([CH3:17])[C:10]=2[C:9](=[N:24][NH:23][C:20]([NH2:22])=[NH:21])[CH2:8]1 |f:1.2,5.6|. Reported procedure: To a mixture of 7-(2,5-dichlorothiophen-3-yl)-4-methyl-5,6,7,8-tetrahydrocinnolin-5-one (0.203 g) and aminoguanidine hydrochloride (80 mg) were added ethanol (6 ml) and concentrated hydrochloric acid (0.1 ml), and the mixture was refluxed for 1.5 hours and cooled. Precipitated crystals were filtered, washed with ethanol and dried to give 7-(2,5-dichlorothiophen-3-yl)-5-guanidinoimino-4-methyl-5,6,7,8-tetrahydrocinnoline hydrochloride (Compound 131) (0.25 g) as crystals. The reactants are COC=1C(=CC2=C(CCN(CC2)CCOC)C1)N (8-Methoxy-3-(2-methoxy-ethyl)-2,3,4,5-tetrahydro-1H-benzo[d]azepin-7-ylamine), ClC=1C=CC(=C(C1)S(=O)(=O)N(C)C)NC1=NC(=NC=C1Cl)Cl (5-Chloro-2-(2,5-dichloro-pyrimidin-4-ylamino)-N,N-dimethyl-benzenesulfonamide). Product: ClC=1C=CC(=C(C1)S(=O)(=O)N(C)C)NC1=NC(=NC=C1Cl)NC1=CC2=C(CCN(CC2)CCOC)C=C1OC (5-Chloro-2-{5-chloro-2-[8-methoxy-3-(2-methoxy-ethyl)-2,3,4,5-tetrahydro-1H-benzo[d]azepin-7-ylamino]-pyrimidin-4-ylamino}-N,N-dimethyl-benzenesulfonamide), foam. The yield is 49.0%. Reaction SMILES: [CH3:1][O:2][C:3]1[C:4]([NH2:18])=[CH:5][C:6]2[CH2:12][CH2:11][N:10]([CH2:13][CH2:14][O:15][CH3:16])[CH2:9][CH2:8][C:7]=2[CH:17]=1.[Cl:19][C:20]1[CH:21]=[CH:22][C:23]([NH:32][C:33]2[C:38]([Cl:39])=[CH:37][N:36]=[C:35](Cl)[N:34]=2)=[C:24]([S:26]([N:29]([CH3:31])[CH3:30])(=[O:28])=[O:27])[CH:25]=1>>[Cl:19][C:20]1[CH:21]=[CH:22][C:23]([NH:32][C:33]2[C:38]([Cl:39])=[CH:37][N:36]=[C:35]([NH:18][C:4]3[C:3]([O:2][CH3:1])=[CH:17][C:7]4[CH2:8][CH2:9][N:10]([CH2:13][CH2:14][O:15][CH3:16])[CH2:11][CH2:12][C:6]=4[CH:5]=3)[N:34]=2)=[C:24]([S:26]([N:29]([CH3:31])[CH3:30])(=[O:27])=[O:28])[CH:25]=1. Procedure details: The title compound was prepared from 8-Methoxy-3-(2-methoxy-ethyl)-2,3,4,5-tetrahydro-1H-benzo[d]azepin-7-ylamine and 5-Chloro-2-(2,5-dichloro-pyrimidin-4-ylamino)-N,N-dimethyl-benzenesulfonamide in an analogous manner to Example 61e. Product isolated as a tan foam (0.061 g, 49%). MP: 59-79° C. 1H NMR (400 MHz, CDCl3, ppm): 9.22 (s, 1H), 8.47 (d, 1H, J=8.8 Hz), 8.14 (s, 1H), 7.92 (s, 1H), 7.86-7.84 (m, 1H), 7.51-7.46 (m, 2H), 6.65 (s, 1H), 3.87 (s, 3H), 3.58-3.53 (m, 2H), 3.38 (s, 3H), 2.92-2.87...